From a dataset of the Open Reaction Database (ORD), a public repository of structured organic reaction records. describe an organic reaction: reactants, conditions, products, and yield The reactants are OC=1C=C(C(=O)O)C=C(C1O)S(=O)(=O)O (3,4-Dihydroxy-5-sulfobenzoic acid), CO (methanol), [K] (monopotassium), Cl (hydrogen chloride). Reaction conditions: temperature 0 celsius, time 48 hour. Yields the product OC=1C=C(C(=O)OC)C=C(C1O)S(=O)(=O)O (3,4-Dihydroxy-5-sulfobenzoic acid, methyl ester). Reaction SMILES: [OH:1][C:2]1[CH:3]=[C:4]([CH:8]=[C:9]([S:12]([OH:15])(=[O:14])=[O:13])[C:10]=1[OH:11])[C:5]([OH:7])=[O:6].[K].Cl.[CH3:18]O>>[OH:1][C:2]1[CH:3]=[C:4]([CH:8]=[C:9]([S:12]([OH:15])(=[O:13])=[O:14])[C:10]=1[OH:11])[C:5]([O:7][CH3:18])=[O:6] |^1:15|. Procedure details: 3,4-Dihydroxy-5-sulfobenzoic acid, monopotassium salt (10.0 g, 36.7 mmoles) was slurried in 300 ml of dry methanol, cooled to 0° C., and treated for five minutes with dry hydrogen chloride. The resulting solution was allowed to warm to room temperature and was stirred for 48 hours. The mixture was filtered and the volatile materials were removed in vacuo. The resulting solid was dried in vacuo at 60° C. to give the title compound, 8.51 g, m.p. 116° C. Reactants: C(#C)N1C2=C(C=3C=C(C=CC13)C)CN(CC2)C (5-ethynyl-2,8-dimethyl-2,3,4,5-tetrahydro-1H-pyrido[4,3-b]indole), BrC1=CC(=C(C(=O)NC)C=C1)F (4-bromo-2-fluoro-N-methyl-benzamide), ( II ), CCCC[N+](CCCC)(CCCC)CCCC.[F-] (TBAF). Run in O (water). Reaction conditions: temperature 80 celsius. Product: FC1=C(C(=O)NC)C=CC=C1 (2-fluoro-N-methyl-benzamide), product. Reaction SMILES: C(N1C2C=CC(C)=CC=2C2CN(C)CCC1=2)#C.Br[C:19]1[CH:28]=[CH:27][C:22]([C:23]([NH:25][CH3:26])=[O:24])=[C:21]([F:29])[CH:20]=1.CCCC[N+](CCCC)(CCCC)CCCC.[F-]>O>[F:29][C:21]1[CH:20]=[CH:19][CH:28]=[CH:27][C:22]=1[C:23]([NH:25][CH3:26])=[O:24] |f:2.3|. Procedure details: A mixture of 5-ethynyl-2,8-dimethyl-2,3,4,5-tetrahydro-1H-pyrido[4,3-b]indole (268 mg, 1.2 mmol), 4-bromo-2-fluoro-N-methyl-benzamide (230 mg, 1.0 mmol), dichlorobistriphenyl phosphinepalladium (II) (21 mg, 0.03 mmol) and TBAF.3H2O (945 mg, 3.0 mmol) were added to a reaction vessel and the contents heated at 80° C. for 5 min in microwave. After completion of reaction (as monitored by TLC & LCMS), the reaction mixture was poured into water (25 mL) and the compound extracted with EtOAc (3×60 mL). ... RXN SMILES: [CH3:1][C:2]1[C:11]2[C:10](=[O:12])[CH2:9][CH:8]([C:13]3[CH:17]=[CH:16][S:15][CH:14]=3)[CH2:7][C:6]=2[NH:5][C:4](=[O:18])[CH:3]=1.[H-].[Na+].[CH3:21]I>CN(C)C=O>[CH3:21][N:5]1[C:6]2[CH2:7][CH:8]([C:13]3[CH:17]=[CH:16][S:15][CH:14]=3)[CH2:9][C:10](=[O:12])[C:11]=2[C:2]([CH3:1])=[CH:3][C:4]1=[O:18] |f:1.2|. Procedure details: To a solution of 4-methyl-7-(thiophen-3-yl)-1,2,5,6,7,8-hexahydroquinoline-2,5-dione (0.518 g) in dimethylformamide (5 ml) was added at room temperature 60% sodium hydride (0.08 g) and then was added methyl iodide (0.3 ml), and the mixture was stirred at room temperature for 4 hours. Under reduced pressure, the solvent was evaporated, and the residue was extracted with ethyl acetate. The organic layer was washed with water and concentrated under reduced pressure. The resulting crystals were wash... Solvent: CN(C=O)C (dimethylformamide). Reaction conditions: time 4 hour. Product: CN1C(C=C(C=2C(CC(CC12)C1=CSC=C1)=O)C)=O (1,4-dimethyl-7-(thiophen-3-yl)-1,2,5,6,7,8-hexahydroquinoline-2,5-dione). Starting materials: CC1=CC(NC=2CC(CC(C12)=O)C1=CSC=C1)=O (4-methyl-7-(thiophen-3-yl)-1,2,5,6,7,8-hexahydroquinoline-2,5-dione), [H-].[Na+] (sodium hydride), CI (methyl iodide). The reactants are [Al+3], COC(=O)c1cccc(SCc2cccc(OCc3nc(-c4ccccc4)oc3C)c2)c1, Cl, [H-], [H-], [H-], [H-], [Li+], C1CCOC1, O. The product is Cc1oc(-c2ccccc2)nc1COc1cccc(CSc2cccc(C=O)c2)c1. Reaction SMILES: [Al+3:39].[CH3:1][c:2]1[c:3]([CH2:13][O:14][c:15]2[cH:16][c:17]([CH2:18][S:19][c:20]3[cH:21][c:22]([C:23](=[O:24])[O:25][CH3:26])[cH:27][cH:28][cH:29]3)[cH:30][cH:31][cH:32]2)[n:4][c:5](-[c:7]2[cH:8][cH:9][cH:10][cH:11][cH:12]2)[o:6]1.[ClH:44].[H-:38].[H-:41].[H-:42].[H-:43].[Li+:40].[O:33]1[CH2:34][CH2:35][CH2:36][CH2:37]1.[OH2:45]>>[CH3:1][c:2]1[c:3]([CH2:13][O:14][c:15]2[cH:16][c:17]([CH2:18][S:19][c:20]3[cH:21][c:22]([CH:23]=[O:24])[cH:27][cH:28][cH:29]3)[cH:30][cH:31][cH:32]2)[n:4][c:5](-[c:7]2[cH:8][cH:9][cH:10][cH:11][cH:12]2)[o:6]1. Starting materials: [H-].[Na+] (Sodium hydride), O=C1NCCCC[C@H]1NC(OC(C)(C)C)=O (tert-butyl (3R)-2-oxoazepan-3-ylcarbamate), C1(CC1)CBr (cyclopropylmethyl bromide). Solvent: CN(C=O)C (N,N-dimethylformamide). Run at time 6 hour. Yields the product C1(CC1)CN1C([C@@H](CCCC1)NC(OC(C)(C)C)=O)=O (tert-Butyl (3R)-1-(cyclopropylmethyl)-2-oxoazepan-3-ylcarbamate). Isolated yield 80.5%. RXN SMILES: [H-].[Na+].[O:3]=[C:4]1[C@H:10]([NH:11][C:12](=[O:18])[O:13][C:14]([CH3:17])([CH3:16])[CH3:15])[CH2:9][CH2:8][CH2:7][CH2:6][NH:5]1.[CH:19]1([CH2:22]Br)[CH2:21][CH2:20]1>CN(C)C=O>[CH:19]1([CH2:22][N:5]2[CH2:6][CH2:7][CH2:8][CH2:9][C@@H:10]([NH:11][C:12](=[O:18])[O:13][C:14]([CH3:15])([CH3:17])[CH3:16])[C:4]2=[O:3])[CH2:21][CH2:20]1 |f:0.1|. Procedure: Sodium hydride (60% dispersion in mineral oil; 30 mg, 1.24 mmol) was added to a solution tert-butyl (3R)-2-oxoazepan-3-ylcarbamate (258 mg, 1.13 mmol) and cyclopropylmethyl bromide (0.27 mL, 2.83 mmol) in N,N-dimethylformamide (3 mL) at 0° C., and the mixture was allowed to warm to ambient temperature. After 6 h, the reaction was quenched with water and the mixture was extracted with ethyl acetate. The organic layer was washed with water (3×), saturated brine, dried over magnesium sulfate, filte... Reactants: [Al+3], [H-], [H-], [H-], [H-], [Li+], C1CCOC1, O, N#Cc1ccc(Nc2ccccc2)cc1. The product is NCc1ccc(Nc2ccccc2)cc1. Reaction SMILES: [Al+3:2].[H-:1].[H-:4].[H-:5].[H-:6].[Li+:3].[O:23]1[CH2:24][CH2:25][CH2:26][CH2:27]1.[OH2:22].[c:7]1([NH:13][c:14]2[cH:15][cH:16][c:17]([C:18]#[N:19])[cH:20][cH:21]2)[cH:8][cH:9][cH:10][cH:11][cH:12]1>>[c:7]1([NH:13][c:14]2[cH:15][cH:16][c:17]([CH2:18][NH2:19])[cH:20][cH:21]2)[cH:8][cH:9][cH:10][cH:11][cH:12]1. Reactants: COC(=O)c1sc(CO)cc1Cl, CC#N, CCOC(C)=O, O=[Cr](=O)([O-])Cl, c1cc[nH+]cc1. The product is COC(=O)c1sc(C(=O)O)cc1Cl. As a reaction SMILES: [CH3:1][O:2][C:3](=[O:4])[c:5]1[s:6][c:7]([CH2:11][OH:12])[cH:8][c:9]1[Cl:10].[CH3:24][C:25]#[N:26].[CH3:27][CH2:28][O:29][C:30]([CH3:31])=[O:32].[O:13]=[Cr:14]([Cl:15])([O-:16])=[O:17].[nH+:18]1[cH:19][cH:20][cH:21][cH:22][cH:23]1>>[CH3:1][O:2][C:3](=[O:4])[c:5]1[s:6][c:7]([C:11](=[O:12])[OH:13])[cH:8][c:9]1[Cl:10].